From a dataset of the Open Reaction Database (ORD), a public repository of structured organic reaction records. describe an organic reaction: reactants, conditions, products, and yield Reactants: ( I ), CI (methyliodide), C(CCC)(=O)N1CCC(CC1)N(C(=O)NC=1SC(=CN1)SC#N)C1CCC(CC1)C (1-(1-butyryl-piperidin-4-yl)-1-(4-methyl-cyclohexyl)-3-(5-thiocyanato-thiazol-2-yl)-urea), SC[C@H](O)[C@H](O)CS (dithioerythritol). Product: C(CCC)(=O)N1CCC(CC1)N(C(=O)NC=1SC(=CN1)SC)C1CCCCC1 (1-(1-Butyryl-piperidin-4-yl)-1-cyclohexyl-3-(5-methylsulfanyl-thiazol-2-yl)-urea). Reaction SMILES: [C:1]([N:6]1[CH2:11][CH2:10][CH:9]([N:12]([CH:24]2[CH2:29][CH2:28][CH:27](C)[CH2:26][CH2:25]2)[C:13]([NH:15][C:16]2[S:17][C:18]([S:21][C:22]#N)=[CH:19][N:20]=2)=[O:14])[CH2:8][CH2:7]1)(=[O:5])[CH2:2][CH2:3][CH3:4].SC[C@@H]([C@@H](CS)O)O.CI>>[C:1]([N:6]1[CH2:7][CH2:8][CH:9]([N:12]([CH:24]2[CH2:25][CH2:26][CH2:27][CH2:28][CH2:29]2)[C:13]([NH:15][C:16]2[S:17][C:18]([S:21][CH3:22])=[CH:19][N:20]=2)=[O:14])[CH2:10][CH2:11]1)(=[O:5])[CH2:2][CH2:3][CH3:4]. Procedure: Prepared as described in general procedure (H) and (I) using 1-(1-butyryl-piperidin-4-yl)-1-(4-methyl-cyclohexyl)-3-(5-thiocyanato-thiazol-2-yl)-urea, dithioerythritol and methyliodide. Starting materials: CCC1C=C(C)CC(C)CC(OC)C2OC(O)(C(=O)C(=O)N3CCCCC3C(=O)OC(C(C)=CC3CCC(N=[N+]=[N-])C(O)C3)C(C)CCC1=O)C(C)CC2OC, COC(CBr)OC, [KH]. Product: CCC1C=C(C)CC(C)CC(OC)C2OC(O)(C(=O)C(=O)N3CCCCC3C(=O)OC(C(C)=CC3CCC(N=[N+]=[N-])C(OCC(OC)OC)C3)C(C)CCC1=O)C(C)CC2OC. Reaction SMILES: [CH2:1]([CH3:2])[CH:3]1[C:4](=[O:56])[CH2:5][CH2:6][CH:7]([CH3:55])[CH:8]([C:42](=[CH:43][CH:44]2[CH2:45][CH:46]([OH:53])[CH:47]([N:50]=[N+:51]=[N-:52])[CH2:48][CH2:49]2)[CH3:54])[O:9][C:10](=[O:41])[CH:11]2[CH2:12][CH2:13][CH2:14][CH2:15][N:16]2[C:17](=[O:40])[C:18](=[O:39])[C:19]2([OH:38])[CH:20]([CH3:37])[CH2:21][CH:22]([O:35][CH3:36])[CH:23]([CH:24]([O:32][CH3:33])[CH2:25][CH:26]([CH3:31])[CH2:27][C:28]([CH3:30])=[CH:29]1)[O:34]2.[CH3:58][O:59][CH:60]([CH2:61][Br:62])[O:63][CH3:64].[KH:57]>>[CH2:1]([CH3:2])[CH:3]1[C:4](=[O:56])[CH2:5][CH2:6][CH:7]([CH3:55])[CH:8]([C:42](=[CH:43][CH:44]2[CH2:45][CH:46]([O:53][CH2:61][CH:60]([O:59][CH3:58])[O:63][CH3:64])[CH:47]([N:50]=[N+:51]=[N-:52])[CH2:48][CH2:49]2)[CH3:54])[O:9][C:10](=[O:41])[CH:11]2[CH2:12][CH2:13][CH2:14][CH2:15][N:16]2[C:17](=[O:40])[C:18](=[O:39])[C:19]2([OH:38])[CH:20]([CH3:37])[CH2:21][CH:22]([O:35][CH3:36])[CH:23]([CH:24]([O:32][CH3:33])[CH2:25][CH:26]([CH3:31])[CH2:27][C:28]([CH3:30])=[CH:29]1)[O:34]2. Starting materials: [Br-], C#Cc1ccccn1, CC[Mg+], C1CCOC1, CC1(C)CC(=O)CC(C)(C)C1, CCOC(C)=O. The product is CC1(C)CC(C)(C)CC(O)(C#Cc2ccccn2)C1. RXN SMILES: [Br-:9].[C:1](#[CH:2])[c:3]1[n:4][cH:5][cH:6][cH:7][cH:8]1.[CH2:10]([Mg+:11])[CH3:12].[CH2:30]1[O:31][CH2:32][CH2:33][CH2:34]1.[CH3:13][C:14]1([CH3:23])[CH2:15][C:16](=[O:22])[CH2:17][C:18]([CH3:20])([CH3:21])[CH2:19]1.[CH3:24][CH2:25][O:26][C:27](=[O:28])[CH3:29]>>[C:1](#[C:2][C:16]1([OH:22])[CH2:15][C:14]([CH3:13])([CH3:23])[CH2:19][C:18]([CH3:20])([CH3:21])[CH2:17]1)[c:3]1[n:4][cH:5][cH:6][cH:7][cH:8]1. Starting materials: O1C=C(C=C1)C=C1N2CCC(C1=O)CC2 (2-((3-Furyl)methylene)-1-azabicyclo[2.2.2]octan-3-one). Reagents/catalysts: [Pd] (palladium on charcoal). Solvent: CO (methanol). Run at time 8 hour. Product: desired product, O1CC(CC1)CC1N2CCC(C1=O)CC2 (2-((3-oxolanyl)methyl)-1-azabicyclo[2.2.2]octan-3-one). As a reaction SMILES: [O:1]1[CH:5]=[CH:4][C:3]([CH:6]=[C:7]2[C:12](=[O:13])[CH:11]3[CH2:14][CH2:15][N:8]2[CH2:9][CH2:10]3)=[CH:2]1>CO.[Pd]>[O:1]1[CH2:5][CH2:4][CH:3]([CH2:6][CH:7]2[C:12](=[O:13])[CH:11]3[CH2:10][CH2:9][N:8]2[CH2:15][CH2:14]3)[CH2:2]1. Procedure details: Quinuclidin-3-one hydrochloride (4.6 g, 28.3 mmol) and powdered anhydrous potassium hydroxide (2.1 g, 37.2 mmol) were dissolved in methanol (25 ml) and stirred for 15 mins. Furan-3-carboxaldehyde (2.83 g, 29.5 mmol) was then added in one portion and the mixture was stirred for an additional 20 hrs. The reaction mixture was then diluted with 40 ml water and cooled to 0° C. yielding 2-((3-furyl)methylene)-1-azabicyclo[2.2.2]octan-3-one as a yellow precipitate, which was collected, washed with dist... Starting materials: O=C1CCC(c2ccc(OCCCN3C(=O)c4ccccc4C3=O)cc2)=NN1, CCO, NN, O. Product: NCCCOc1ccc(C2=NNC(=O)CC2)cc1. RXN SMILES: [C:1]1(=[O:2])[N:5]([CH2:6][CH2:7][CH2:8][O:9][c:10]2[cH:11][cH:12][c:13]([C:16]3=[N:21][NH:20][C:19](=[O:22])[CH2:18][CH2:17]3)[cH:14][cH:15]2)[C:3](=[O:4])[c:23]2[cH:24][cH:25][cH:26][cH:27][c:28]21.[CH3:32][CH2:33][OH:34].[NH2:30][NH2:31].[OH2:29]>>[NH2:5][CH2:6][CH2:7][CH2:8][O:9][c:10]1[cH:11][cH:12][c:13]([C:16]2=[N:21][NH:20][C:19](=[O:22])[CH2:18][CH2:17]2)[cH:14][cH:15]1. Starting materials: C(C(=C)C)(=O)OCCCCCCOC1=CC=C(C(=O)O)C=C1 (4-{[6-(methacryloyloxy)hexyl]oxy}benzoic acid), OC1=CC=C(CNC2=CC=C(C3=CC=CC=C23)/N=N/C2=CC=C(C3=CC=CC=C23)/N=N/C2=C(C=C(C(=O)OC3=CC=C(C=C3)CCCCC)C=C2)C)C=C1 (4-pentylphenyl 4-{(E)-[4-((E)-{4-[(4-hydroxybenzyl)-amino]1-naphthyl}-diazenyl)-1-naphthyl]diazenyl}-3-methylbenzoate). Reagents/catalysts: CN(C)C=1C=CN=CC1 (DMAP). Run in C1CCOC1 (THF), C(C)N(CC)CC (triethylamine). Reaction conditions: temperature -30 celsius, time 1 hour. Yields the product C(C(=C)C)(=O)OCCCCCCOC1=CC=C(C(=O)OC2=CC=C(CNC3=CC=C(C4=CC=CC=C34)/N=N/C3=CC=C(C4=CC=CC=C34)/N=N/C3=C(C=C(C(=O)OC4=CC=C(C=C4)CCCCC)C=C3)C)C=C2)C=C1 (4-pentylphenyl 4-[(E)-(4-{(E)-[4-({4-[(4-{[6-(methacryloyloxy)hexyl]oxy}benzoyl)oxy]benzyl}amino)-1-naphthyl]-diazenyl}-1-naphthyl)diazenyl]-3-methylbenzoate). The yield is 80.2%. RXN SMILES: [C:1]([O:6][CH2:7][CH2:8][CH2:9][CH2:10][CH2:11][CH2:12][O:13][C:14]1[CH:22]=[CH:21][C:17]([C:18]([OH:20])=[O:19])=[CH:16][CH:15]=1)(=[O:5])[C:2]([CH3:4])=[CH2:3].O[C:24]1[CH:76]=[CH:75][C:27]([CH2:28][NH:29][C:30]2[C:39]3[C:34](=[CH:35][CH:36]=[CH:37][CH:38]=3)[C:33](/[N:40]=[N:41]/[C:42]3[C:51]4[C:46](=[CH:47][CH:48]=[CH:49][CH:50]=4)[C:45](/[N:52]=[N:53]/[C:54]4[CH:73]=[CH:72][C:57]([C:58]([O:60][C:61]5[CH:66]=[CH:65][C:64]([CH2:67][CH2:68][CH2:69][CH2:70][CH3:71])=[CH:63][CH:62]=5)=[O:59])=[CH:56][C:55]=4[CH3:74])=[CH:44][CH:43]=3)=[CH:32][CH:31]=2)=[CH:26][CH:25]=1>C1COCC1.C(N(CC)CC)C.CN(C1C=CN=CC=1)C>[C:1]([O:6][CH2:7][CH2:8][CH2:9][CH2:10][CH2:11][CH2:12][O:13][C:14]1[CH:15]=[CH:16][C:17]([C:18]([O:20][C:24]2[CH:76]=[CH:75][C:27]([CH2:28][NH:29][C:30]3[C:39]4[C:34](=[CH:35][CH:36]=[CH:37][CH:38]=4)[C:33](/[N:40]=[N:41]/[C:42]4[C:51]5[C:46](=[CH:47][CH:48]=[CH:49][CH:50]=5)[C:45](/[N:52]=[N:53]/[C:54]5[CH:73]=[CH:72][C:57]([C:58]([O:60][C:61]6[CH:62]=[CH:63][C:64]([CH2:67][CH2:68][CH2:69][CH2:70][CH3:71])=[CH:65][CH:66]=6)=[O:59])=[CH:56][C:55]=5[CH3:74])=[CH:44][CH:43]=4)=[CH:32][CH:31]=3)=[CH:26][CH:25]=2)=[O:19])=[CH:21][CH:22]=1)(=[O:5])[C:2]([CH3:4])=[CH2:3]. Reported procedure: 0.68 g of 4-{[6-(methacryloyloxy)hexyl]oxy}benzoic acid (2.20 mM) were dissolved in 20 ml of THF and 2.22 g of triethylamine (22.00 mM). The solution was cooled to −30° C. and 0.25 ml of methansulfochloride (2.20 mM) were added. The mixture was stirred for 1 h at this temperature, then 1.42 g of 4-pentylphenyl 4-{(E)-[4-((E)-{4-[(4-hydroxybenzyl)-amino]1-naphthyl}-diazenyl)-1-naphthyl]diazenyl}-3-methylbenzoate (2.00 mM) were added at once, followed by 50 mg of DMAP. The reaction mixture was sti... Starting materials: C(#N)C[C@@H]1N(CCC2=C1N=C(N=C2N2[C@H](COCC2)C)C2=CC=C(C=C2)NC(=O)NCC)C(C)C (1-(4-((S)-8-(cyanomethyl)-7-isopropyl-4-((S)-3-methylmorpholino)-5,6,7,8-tetrahydropyrido[3,4-d]pyrimidin-2-yl)phenyl)-3-ethylurea), C(#N)CC1NCCC2=C1N=C(N=C2N2[C@H](COCC2)C)C2=CC=C(C=C2)NC(=O)NCC (1-(4-(8-(cyanomethyl)-4-((S)-3-methylmorpholino)-5,6,7,8-tetrahydropyrido[3,4-d]pyrimidin-2-yl)phenyl)-3-ethylurea), CN(C=O)C (N,N-Dimethylformamide), C(C)(C)N(C(C)C)CC (N,N-Diisopropylethylamine), C(C)(C)I (Isopropyl iodide), C(C)(C)N(C(C)C)CC (N,N-Diisopropylethylamine), C(C)(C)I (Isopropyl iodide). Conditions: temperature 50 celsius, time 8 hour. The product is C(#N)C[C@H]1N(CCC2=C1N=C(N=C2N2[C@H](COCC2)C)C2=CC=C(C=C2)NC(=O)NCC)C(C)C (1-(4-((R)-8-(cyanomethyl)-7-isopropyl-4-((S)-3-methylmorpholino)-5,6,7,8-tetrahydropyrido[3,4-d]pyrimidin-2-yl)phenyl)-3-ethylurea). RXN SMILES: [C:1]([CH2:3][C@H:4]1[C:9]2[N:10]=[C:11]([C:21]3[CH:26]=[CH:25][C:24]([NH:27][C:28]([NH:30][CH2:31][CH3:32])=[O:29])=[CH:23][CH:22]=3)[N:12]=[C:13]([N:14]3[CH2:19][CH2:18][O:17][CH2:16][C@@H:15]3[CH3:20])[C:8]=2[CH2:7][CH2:6][N:5]1[CH:33]([CH3:35])[CH3:34])#[N:2].C(CC1C2N=C(C3C=CC(NC(NCC)=O)=CC=3)N=C(N3CCOC[C@@H]3C)C=2CCN1)#N.CN(C)C=O.C(N(CC)C(C)C)(C)C.C(I)(C)C>>[C:1]([CH2:3][C@@H:4]1[C:9]2[N:10]=[C:11]([C:21]3[CH:26]=[CH:25][C:24]([NH:27][C:28]([NH:30][CH2:31][CH3:32])=[O:29])=[CH:23][CH:22]=3)[N:12]=[C:13]([N:14]3[CH2:19][CH2:18][O:17][CH2:16][C@@H:15]3[CH3:20])[C:8]=2[CH2:7][CH2:6][N:5]1[CH:33]([CH3:34])[CH3:35])#[N:2]. Procedure details: and 1-(4-((S)-8-(cyanomethyl)-7-isopropyl-4-((S)-3-methylmorpholino)-5,6,7,8-tetrahydropyrido[3,4-d]pyrimidin-2-yl)phenyl)-3-ethylurea (xu2): 1-(4-(8-(cyanomethyl)-4-((S)-3-methylmorpholino)-5,6,7,8-tetrahydropyrido[3,4-d]pyrimidin-2-yl)phenyl)-3-ethylurea (0.0947 g, 0.217 mmol) in dry N,N-Dimethylformamide (1.600 mL, 20.66 mmol) was added N,N-Diisopropylethylamine (0.1200 mL, 0.6888 mmol) followed by Isopropyl iodide (0.0460 mL, 0.460 mmol). The reaction mixture was heated at 50° C. and stirred...